This data is from the Open Reaction Database (ORD), a public repository of structured organic reaction records. The task is: describe an organic reaction: reactants, conditions, products, and yield Starting materials: C(CCC)[Li] (n-butyllithium), BrC1=C(C=CC=C1)COC1=CC=CC=C1 (1-bromo-2-(phenoxymethyl)benzene), [Cl-].[NH4+] (ammonium chloride), B(OC)(OC)OC (trimethyl borate). Solvent: CCCCCC (hexane), O1CCCC1 (tetrahydrofuran). Run at time 2 hour. Yields the product O(C1=CC=CC=C1)CC1=C(C=CC=C1)B(O)O (2-(phenoxymethyl)phenylboronic acid). Reaction SMILES: C([Li])CCC.Br[C:7]1[CH:12]=[CH:11][CH:10]=[CH:9][C:8]=1[CH2:13][O:14][C:15]1[CH:20]=[CH:19][CH:18]=[CH:17][CH:16]=1.[B:21](OC)([O:24]C)[O:22]C.[Cl-].[NH4+]>CCCCCC.O1CCCC1>[O:14]([CH2:13][C:8]1[CH:9]=[CH:10][CH:11]=[CH:12][C:7]=1[B:21]([OH:24])[OH:22])[C:15]1[CH:20]=[CH:19][CH:18]=[CH:17][CH:16]=1 |f:3.4|. Procedure details: 90 ml of n-butyllithium (1.6 M) in solution in hexane are added dropwise at −70° C. to 36 g of 1-bromo-2-(phenoxymethyl)benzene, obtained in step 1.1, in solution in 150 ml of tetrahydrofuran. After 2 hours at −70° C., 16 ml of trimethyl borate are introduced dropwise. The temperature of the reaction medium is allowed to rise to −30° C. The medium is hydrolysed with a saturated ammonium chloride solution, and then extracted with ethyl acetate and the organic phase is dried with anhydrous sodium ... The reactants are N1(CCNCC1)CC=1NC(=C(N1)C=1C=C2CCC(C2=CC1)=NO)C1=CC=NC=C1 (5-(2-Piperazin-1-ylmethyl-5-pyridin-4-yl-1H-imidazol-4-yl]-indan-1-one oxime), FC(C(=O)O)(F)F (trifluoroacetic acid). Solvent: ClCCl (dichloromethane). Yields the product N1(CCNCC1)CC=1NC(=C(N1)C=1C=C2CCC(C2=CC1)=O)C1=CC=NC=C1 (5-(2-Piperazin-1-ylmethyl-5-pyridin-4-yl-1H-imidazol-4-yl)-indan-1-one). RXN SMILES: [N:1]1([CH2:7][C:8]2[NH:9][C:10]([C:24]3[CH:29]=[CH:28][N:27]=[CH:26][CH:25]=3)=[C:11]([C:13]3[CH:14]=[C:15]4[C:19](=[CH:20][CH:21]=3)[C:18](=NO)[CH2:17][CH2:16]4)[N:12]=2)[CH2:6][CH2:5][NH:4][CH2:3][CH2:2]1.FC(F)(F)C(O)=[O:33]>ClCCl>[N:1]1([CH2:7][C:8]2[NH:9][C:10]([C:24]3[CH:29]=[CH:28][N:27]=[CH:26][CH:25]=3)=[C:11]([C:13]3[CH:14]=[C:15]4[C:19](=[CH:20][CH:21]=3)[C:18](=[O:33])[CH2:17][CH2:16]4)[N:12]=2)[CH2:6][CH2:5][NH:4][CH2:3][CH2:2]1. Procedure: A solution of the product of Step 1 (0.350 g, 0.74 mmol) in dichloromethane (10 ml) and trifluoroacetic acid (5 ml) was stirred at room temperature for 3 hours. The solution was concentrated and the residue co-evaporated with dichloromethane. The residue was dissolved in water (10 ml) and the solution was neutralised with sodium carbonate solution. The solvent was evaporated in vacuo and the resulting solid was dried over phosphorus pentoxide to give title compound which was used in the next ste... The reactants are FC(C(=O)OC)=CC(C)(C)C1=CC=C(C=C1)OCC (methyl 2-fluoro-4-(4-ethoxy-phenyl)-4-methylpent-2-enoate), [H-].[Li+] (lithium hydride). Solvent: C(C)OCC (diethyl ether). Product: C(C)OC1=CC=C(C=C1)C(C=C(CO)F)(C)C (4-(4-Ethoxyphenyl)-2-fluoro-4-methylpent-2-enol). Yield: 89.4%. Reaction SMILES: [F:1][C:2](=[CH:7][C:8]([C:11]1[CH:16]=[CH:15][C:14]([O:17][CH2:18][CH3:19])=[CH:13][CH:12]=1)([CH3:10])[CH3:9])[C:3](OC)=[O:4].[H-].[Li+]>C(OCC)C>[CH2:18]([O:17][C:14]1[CH:15]=[CH:16][C:11]([C:8]([CH3:9])([CH3:10])[CH:7]=[C:2]([F:1])[CH2:3][OH:4])=[CH:12][CH:13]=1)[CH3:19] |f:1.2|. Procedure details: The method of Example 6 was repeated using methyl 2-fluoro-4-(4-ethoxy-phenyl)-4-methylpent-2-enoate (Example 4) (0.2 g), diethyl ether (15 ml) and lithium hydride (0.1 g) to yield the title compound (0.16 g, 90%). The solvent is CN(P(N(C)C)(N(C)C)=O)C (hexamethylphosphoric acid triamide), CCOCC (ether), CC(=O)C (acetone), CO (methanol). Conditions: time 20 hour. Yields the product C(C1=CC=CC=C1)(=O)OC(COC1=C2C=C(NC2=CC=C1)C)CNC(C)(C)C (4-(2-Benzoyloxy-3-tert.butylaminopropoxy)-2-methyl-indole). Reaction SMILES: [C:1]([OH:9])(=[O:8])[C:2]1[CH:7]=[CH:6][CH:5]=[CH:4][CH:3]=1.[C:10]([NH:14][CH2:15][CH:16](O)[CH2:17][O:18][C:19]1[CH:27]=[CH:26][CH:25]=[C:24]2[C:20]=1[CH:21]=[C:22]([CH3:28])[NH:23]2)([CH3:13])([CH3:12])[CH3:11].C(OC(=O)C1C=CC=CC=1)(=O)C1C=CC=CC=1.N.C(O)(=O)/C=C/C(O)=O.C(O)(=O)/C=C/C([O-])=O>CN(C)P(=O)(N(C)C)N(C)C.CC(C)=O.CO.CCOCC>[C:1]([O:9][CH:16]([CH2:15][NH:14][C:10]([CH3:13])([CH3:12])[CH3:11])[CH2:17][O:18][C:19]1[CH:27]=[CH:26][CH:25]=[C:24]2[C:20]=1[CH:21]=[C:22]([CH3:28])[NH:23]2)(=[O:8])[C:2]1[CH:7]=[CH:6][CH:5]=[CH:4][CH:3]=1. The reactants are C(C1=CC=CC=C1)(=O)O (Benzoic acid), N (ammonia), C(\C=C\C(=O)O)(=O)O (fumaric acid), C(C)(C)(C)NCC(COC1=C2C=C(NC2=CC=C1)C)O (1-tert.butylamino-3-(2-methyl-indole-4-yloxy)-2-propanol), C(C1=CC=CC=C1)(=O)OC(C1=CC=CC=C1)=O (benzoic acid anhydride), C(\C=C\C(=O)[O-])(=O)O (hydrogen fumarate). Procedure details: 26 g of Benzoic acid are dissolved, while heating, in 50 cc of hexamethylphosphoric acid triamide and 3.5 g of 1-tert.butylamino-3-(2-methyl-indole-4-yloxy)-2-propanol are added. After cooling, 3.0 g of benzoic acid anhydride are added and stirring is effected for 20 hours at room temperature. The resulting clear, yellow solution is poured onto ice, 0.5 liters of ether are added and stirring is effected for 2 hours. After making the liquid alkaline with concentrated ammonia, the ether phase is s... Starting materials: OC(CC#CCCCC(=O)O)CCCCCCCCCCCC (8-hydroxy-5-eicosynoic acid), product, reagent, CCOCC (Et2O), CO (MeOH). Solvent: CC(=O)C (acetone). Reaction conditions: time 30 minute. The product is O=C(CC#CCCCC(=O)O)CCCCCCCCCCCC (8-Oxo-5-eicosynoic Acid). Reaction SMILES: [OH:1][CH:2]([CH2:12][CH2:13][CH2:14][CH2:15][CH2:16][CH2:17][CH2:18][CH2:19][CH2:20][CH2:21][CH2:22][CH3:23])[CH2:3][C:4]#[C:5][CH2:6][CH2:7][CH2:8][C:9]([OH:11])=[O:10].CCOCC.CO>CC(C)=O>[O:1]=[C:2]([CH2:12][CH2:13][CH2:14][CH2:15][CH2:16][CH2:17][CH2:18][CH2:19][CH2:20][CH2:21][CH2:22][CH3:23])[CH2:3][C:4]#[C:5][CH2:6][CH2:7][CH2:8][C:9]([OH:11])=[O:10]. Procedure details: A solution of 4.22 g of 8-hydroxy-5-eicosynoic acid, the product of Example 1d, in 200 ml of acetone with vigorous stirring at 5° was added 5.5 ml of Jone's reagent (2.67M). The reaction mixture was stirred for 30 min and then 700 ml of Et2O and 2 ml of MeOH was added and stirred for additional 3 min. The resulting reaction mixture was washed with H2O, saturated NaCl solution and dried over MgSO4. The crude product after removal of solvent was recrystallized in cyclohexane to yield the title com...